This data is from the Open Reaction Database (ORD), a public repository of structured organic reaction records. The task is: describe an organic reaction: reactants, conditions, products, and yield Starting materials: Cl.FC=1C=C(C=CC1OC(F)(F)F)[C@H](N)C1=NC=CC=C1F ((S)-(3-fluoro-4-(trifluoromethoxy) phenyl) (3-fluoropyridin-2-yl) methanamine hydrochloride), Cl.FC=1C=C(C=CC1OC(F)(F)F)[C@H](N)C1=NC=CC=C1F ((S)-(3-fluoro-4-(trifluoromethoxy) phenyl) (3-fluoropyridin-2-yl) methanamine hydrochloride), COC(=O)C1=CC=C(C(=O)O)C=C1 (4-(methoxycarbonyl)benzoic acid), TEA, CCCP(=O)=O (propylphosphonic anhydride), CCOC(=O)C (EtOAc). Solvent: O (water), CN(C)C=O (DMF). Run at time 2 hour. Product: FC=1C=C(C=CC1OC(F)(F)F)[C@@H](C1=NC=CC=C1F)NC(=O)C1=CC=C(C(=O)OC)C=C1 ((S)-Methyl 4-(((3-fluoro-4-(trifluoromethoxy)phenyl)(3-fluoropyridin-2-yl)methyl)carbamoyl)benzoate). Reaction SMILES: Cl.[F:2][C:3]1[CH:4]=[C:5]([C@@H:14]([C:16]2[C:21]([F:22])=[CH:20][CH:19]=[CH:18][N:17]=2)[NH2:15])[CH:6]=[CH:7][C:8]=1[O:9][C:10]([F:13])([F:12])[F:11].[CH3:23][O:24][C:25]([C:27]1[CH:35]=[CH:34][C:30]([C:31](O)=[O:32])=[CH:29][CH:28]=1)=[O:26].CCCP(=O)=O.CCOC(C)=O>O.CN(C=O)C>[F:2][C:3]1[CH:4]=[C:5]([C@H:14]([NH:15][C:31]([C:30]2[CH:34]=[CH:35][C:27]([C:25]([O:24][CH3:23])=[O:26])=[CH:28][CH:29]=2)=[O:32])[C:16]2[C:21]([F:22])=[CH:20][CH:19]=[CH:18][N:17]=2)[CH:6]=[CH:7][C:8]=1[O:9][C:10]([F:13])([F:12])[F:11] |f:0.1|. Reported procedure: To a solution of (S)-(3-fluoro-4-(trifluoromethoxy)phenyl)(3-fluoropyridin-2-yl)methanamine hydrochloride (100 mg, 0.294 mmol, Intermediate 6), 4-(methoxycarbonyl)benzoic acid (52.9 mg, 0.294 mmol), and DMF (2 mL) were added TEA (0.123 mL, 0.881 mmol) and 50% propylphosphonic anhydride in EtOAc (0.175 mL, 0.587 mmol). The solution was stirred at room temperature. After 2 h, the reaction was diluted with water (30 mL), stirred for 30 min, and then filtered. The solids were washed with water and d... Reactants: CCCN(CCC)C(=O)c1cc(N)cc(C(=O)OC)c1, CN(C)c1ccncc1, CCOC(C)=O, O=S(=O)(Cl)CCCCl, ClCCl, c1ccncc1. Product: CCCN(CCC)C(=O)c1cc(NS(=O)(=O)CCCCl)cc(C(=O)OC)c1. RXN SMILES: [CH3:1][O:2][C:3]([c:4]1[cH:5][c:6]([C:7](=[O:8])[N:9]([CH2:10][CH2:11][CH3:12])[CH2:13][CH2:14][CH3:15])[cH:16][c:17]([NH2:19])[cH:18]1)=[O:20].[CH3:35][N:36]([c:37]1[cH:38][cH:39][n:40][cH:41][cH:42]1)[CH3:43].[CH3:47][CH2:48][O:49][C:50]([CH3:51])=[O:52].[Cl:27][CH2:28][CH2:29][CH2:30][S:31](=[O:32])(=[O:33])[Cl:34].[Cl:44][CH2:45][Cl:46].[cH:21]1[cH:22][cH:23][n:24][cH:25][cH:26]1>>[CH3:1][O:2][C:3]([c:4]1[cH:5][c:6]([C:7](=[O:8])[N:9]([CH2:10][CH2:11][CH3:12])[CH2:13][CH2:14][CH3:15])[cH:16][c:17]([NH:19][S:31]([CH2:30][CH2:29][CH2:28][Cl:27])(=[O:32])=[O:33])[cH:18]1)=[O:20]. The reactants are C(C)(=O)OCC (ethyl acetate), C(C)OC(=O)C=1C=C2C(=CN1)OC=C2 (5-Ethoxycarbonylfuro[2,3-c]pyridine), [O-]CC.[Na+] (sodium ethoxide), C(C)(=O)OCC (ethyl acetate), C(C)(=O)O (acetic acid). Run in C1(=CC=CC=C1)C (toluene), O (water). Reaction conditions: temperature 80 celsius, time 4 hour. The product is O=C(CC(=O)OCC)C=1C=C2C(=CN1)OC=C2 (ethyl β-oxo-5-furo[2,3-c]pyridinepropionate). Yield: 72.0%. RXN SMILES: C(O[C:4]([C:6]1[CH:7]=[C:8]2[CH:14]=[CH:13][O:12][C:9]2=[CH:10][N:11]=1)=[O:5])C.[O-]CC.[Na+].[C:19]([O:22][CH2:23][CH3:24])(=[O:21])[CH3:20].C(O)(=O)C>C1(C)C=CC=CC=1.O>[O:5]=[C:4]([C:6]1[CH:7]=[C:8]2[CH:14]=[CH:13][O:12][C:9]2=[CH:10][N:11]=1)[CH2:20][C:19]([O:22][CH2:23][CH3:24])=[O:21] |f:1.2|. Procedure: 5-Ethoxycarbonylfuro[2,3-c]pyridine(956 mg, 5.0 mmol) was dissolved in 10 mL of toluene, 510 mg (7.5 mmol) of sodium ethoxide was added at room temperature to the solution, and 661 mg (7.5 mmol) of ethyl acetate was then added dropwise at room temperature with stirring. After all the ethyl acetate had been added, the reaction mixture was heated to 80° C., and a reaction was carried out for 4 hours. The reaction solution was then cooled to 5° C. and was neutralized with 450 mg (7.5 mmol) of aceti...